From a dataset of the Open Reaction Database (ORD), a public repository of structured organic reaction records. describe an organic reaction: reactants, conditions, products, and yield Product: CCOC(=O)c1[nH]cc(C)c1OC. Starting materials: CCOC(=O)c1[nH]cc(C)c1O, COS(=O)(=O)OC, [Na+], [OH-], O. Reaction SMILES: [CH2:8]([CH3:9])[O:10][C:11](=[O:12])[c:13]1[nH:14][cH:15][c:16]([CH3:19])[c:17]1[OH:18].[CH3:1][O:2][S:3]([O:4][CH3:5])(=[O:6])=[O:7].[Na+:21].[OH-:20].[OH2:22]>>[CH3:1][O:18][c:17]1[c:13]([C:11]([O:10][CH2:8][CH3:9])=[O:12])[nH:14][cH:15][c:16]1[CH3:19]. Starting materials: BrCC1=CC(=CC(=C1)F)F (1-(bromomethyl)-3,5-difluorobenzene), C(C)(=O)[O-].[Na+] (sodium acetate). Reagents/catalysts: [Pd] (Pd/C). Run in CCOCC (ether). Run at time 24 hour. The product is FC1=CC(=CC(=C1)C)F (1,3-difluoro-5-methylbenzene). Reaction SMILES: Br[CH2:2][C:3]1[CH:8]=[C:7]([F:9])[CH:6]=[C:5]([F:10])[CH:4]=1.C([O-])(=O)C.[Na+]>CCOCC.[Pd]>[F:9][C:7]1[CH:8]=[C:3]([CH3:2])[CH:4]=[C:5]([F:10])[CH:6]=1 |f:1.2|. Reported procedure: A mixture of 1-(bromomethyl)-3,5-difluorobenzene (50 g, 0.24 mol), 10% Pd/C (3 g) and sodium acetate (140 g, 1.7 mol) in anhydrous ether (250 mL) was stirred under hydrogen at atmospheric pressure for 24 hr. The mixture was filtered and the filtrate was dried over anhydrous Na2SO4, filtered and used directly in the next step. 1H-NMR (500 MHz, CDCl3): δ 6.56 (d, 2H, J=6.0 Hz), 6.47 (t, 1H, J=9.0 Hz), 2.22 (s, 3H). The reactants are O=C([O-])[O-], CN(C)C=O, CI, Cc1ccncc1C(=O)O, [K+], [K+]. Yields the product COC(=O)c1cnccc1C. Reaction SMILES: [C:1](=[O:2])([O-:3])[O-:4].[CH3:19][N:20]([CH3:21])[CH:22]=[O:23].[CH3:7][I:8].[CH3:9][c:10]1[cH:11][cH:12][n:13][cH:14][c:15]1[C:16](=[O:17])[OH:18].[K+:5].[K+:6]>>[CH3:1][O:18][C:16]([c:15]1[c:10]([CH3:9])[cH:11][cH:12][n:13][cH:14]1)=[O:17]. The reactants are CC1=CC=CC2=C1C(OC(N2)=O)=O (5-methyl-4H-3,1-benzoxazin-2,4-dione), OCN1C(C=2C(C1=O)=CC=CC2)=O (N-(hydroxymethyl)phthalimide). Run in CCOCC (Et2O), CS(=O)(=O)O (methanesulfonic acid). Run at temperature 50 celsius, time 3 hour. Yields the product C(C=1C(C(=O)N)=CC=CC1)(=O)N (phthalamide). Isolated yield 168.5%. RXN SMILES: CC1C2C(=O)OC(=O)[NH:11]C=2C=CC=1.OC[N:16]1[C:20](=[O:21])[C:19]2=[CH:22][CH:23]=[CH:24][CH:25]=[C:18]2[C:17]1=[O:26]>CS(O)(=O)=O.CCOCC>[C:17]([NH2:11])(=[O:26])[C:18]1[C:19](=[CH:22][CH:23]=[CH:24][CH:25]=1)[C:20]([NH2:16])=[O:21]. Reported procedure: To a solution of 5-methyl-4H-3,1-benzoxazin-2,4-dione (Preparation VIIA) (19.7 g, 111 mmol) in methanesulfonic acid (150 mL) was added N-(hydroxymethyl)phthalimide (20.3 g, 111 mmol). The reaction mixture was heated to 50° C. and stirred for 3 hours. After cooling to room temperature, the reaction mixture was diluted with 2000 mL of Et2O. After stirring for an additional 1 hour, the precipitate was filtered, washed with Et2O and dried affording 30.7 g of crude phthalamide. 1H NMR showed a 3:2 mi...